From a dataset of the Open Reaction Database (ORD), a public repository of structured organic reaction records. describe an organic reaction: reactants, conditions, products, and yield Reactants: NC1=CC=C(C=C1)S (p-aminothiophenol), ClCC(=O)O (chloroacetic acid), C(O)([O-])=O.[Na+] (sodium hydrogencarbonate), [OH-].[Na+] (sodium hydroxide). The solvent is C(C)O (ethanol), O (water), C(C)O (ethanol). Run at temperature 0 celsius, time 3 hour. The product is NC1=CC=C(SCC(=O)O)C=C1 (p-aminothiophenoxyacetic acid). As a reaction SMILES: [OH-].[Na+].[NH2:3][C:4]1[CH:9]=[CH:8][C:7]([SH:10])=[CH:6][CH:5]=1.Cl[CH2:12][C:13]([OH:15])=[O:14].C(=O)([O-])O.[Na+]>C(O)C.O>[NH2:3][C:4]1[CH:9]=[CH:8][C:7]([S:10][CH2:12][C:13]([OH:15])=[O:14])=[CH:6][CH:5]=1 |f:0.1,4.5|. Reported procedure: 1.6 parts of sodium hydroxide was dissolved in ethanol. A solution of 5 parts of p-aminothiophenol in 20 parts of ethanol was added to the solution. The mixture thus obtained was cooled at 0° C. or below. A solution of 3.8 parts of chloroacetic acid and 3.4 parts of sodium hydrogencarbonate in 10 parts of water was added dropwise to the mixture, while the mixture was kept at 0° C. or below. After completion of the addition, the mixture was stirred at 0° C. for 3 hours and then adjusted at pH 3. ...